From a dataset of the Open Reaction Database (ORD), a public repository of structured organic reaction records. describe an organic reaction: reactants, conditions, products, and yield Reactants: CC(C)C1=CC(=C(C(=C1)C(C)C)C2=C(C=CC=C2)P(C3CCCCC3)C4CCCCC4)C(C)C (X-Phos), FC1=C(C=CC(=C1)B1OC(C(O1)(C)C)(C)C)C1=NN(C=N1)COCC[Si](C)(C)C (3-(2-fluoro-4-(4,4,5,5-tetramethyl-1,3,2-dioxaborolan-2-yl)phenyl)-1-((2-(trimethylsilyl)ethoxy)methyl)-1H-1,2,4-triazole), C([O-])([O-])=O.[Na+].[Na+] (sodium carbonate), BrC=1C=NN2C1N=C(C=C2)N2C(OC[C@@H]2C2=NC=CC=C2)=O ((S)-3-(3-bromopyrazolo[1,5-a]pyrimidin-5-yl)-4-(pyridin-2-yl)oxazolidin-2-one). Reagents/catalysts: C=1C=CC(=CC1)/C=C/C(=O)/C=C/C2=CC=CC=C2.C=1C=CC(=CC1)/C=C/C(=O)/C=C/C2=CC=CC=C2.C=1C=CC(=CC1)/C=C/C(=O)/C=C/C2=CC=CC=C2.[Pd].[Pd] (Pd2 dba3). Solvent: dioxanes, CCOC(=O)C (EtOAc). Run at temperature 80 celsius, time 3 hour. The product is FC=1C=C(C=CC1C1=NN(C=N1)COCC[Si](C)(C)C)C=1C=NN2C1N=C(C=C2)N2C(OC[C@@H]2C2=NC=CC=C2)=O ((S)-3-(3-(3-fluoro-4-(1-((2-(trimethylsilyl)ethoxy)methyl)-1H-1,2,4-triazol-3-yl)phenyl)pyrazolo[1,5-a]pyrimidin-5-yl)-4-(pyridin-2-yl)oxazolidin-2-one). Isolated yield 22.8%. As a reaction SMILES: Br[C:2]1[CH:3]=[N:4][N:5]2[CH:10]=[CH:9][C:8]([N:11]3[C@@H:15]([C:16]4[CH:21]=[CH:20][CH:19]=[CH:18][N:17]=4)[CH2:14][O:13][C:12]3=[O:22])=[N:7][C:6]=12.[F:23][C:24]1[CH:29]=[C:28](B2OC(C)(C)C(C)(C)O2)[CH:27]=[CH:26][C:25]=1[C:39]1[N:43]=[CH:42][N:41]([CH2:44][O:45][CH2:46][CH2:47][Si:48]([CH3:51])([CH3:50])[CH3:49])[N:40]=1.C(=O)([O-])[O-].[Na+].[Na+].CC(C1C=C(C(C)C)C(C2C=CC=CC=2P(C2CCCCC2)C2CCCCC2)=C(C(C)C)C=1)C>CCOC(C)=O.C1C=CC(/C=C/C(/C=C/C2C=CC=CC=2)=O)=CC=1.C1C=CC(/C=C/C(/C=C/C2C=CC=CC=2)=O)=CC=1.C1C=CC(/C=C/C(/C=C/C2C=CC=CC=2)=O)=CC=1.[Pd].[Pd]>[F:23][C:24]1[CH:29]=[C:28]([C:2]2[CH:3]=[N:4][N:5]3[CH:10]=[CH:9][C:8]([N:11]4[C@@H:15]([C:16]5[CH:21]=[CH:20][CH:19]=[CH:18][N:17]=5)[CH2:14][O:13][C:12]4=[O:22])=[N:7][C:6]=23)[CH:27]=[CH:26][C:25]=1[C:39]1[N:43]=[CH:42][N:41]([CH2:44][O:45][CH2:46][CH2:47][Si:48]([CH3:51])([CH3:50])[CH3:49])[N:40]=1 |f:2.3.4,7.8.9.10.11|. Reported procedure: To a solution of (S)-3-(3-bromopyrazolo[1,5-a]pyrimidin-5-yl)-4-(pyridin-2-yl)oxazolidin-2-one (0.25 g, 0.69 mmol) in dioxanes (70 mL) purged continuously with nitrogen gas was added 3-(2-fluoro-4-(4,4,5,5-tetramethyl-1,3,2-dioxaborolan-2-yl)phenyl)-1-((2-(trimethylsilyl)ethoxy)methyl)-1H-1,2,4-triazole (0.44 g, 1.0 mmol) and sodium carbonate (1.7 mL, 3.5 mmol) (2M in water). Pd2 dba3 (70 mg) and X-Phos (70 mg) were added, and the reaction mixture was stirred at 80° C. for 3 hours, then diluted ...